This data is from the Open Reaction Database (ORD), a public repository of structured organic reaction records. The task is: describe an organic reaction: reactants, conditions, products, and yield Starting materials: O=C([O-])[O-], Cc1nc(-c2ccc(O)cc2)c(-c2ccncc2)o1, ClCc1ccc2ccccc2n1, [Cs+], [Cs+], CN(C)C=O. The product is Cc1nc(-c2ccc(OCc3ccc4ccccc4n3)cc2)c(-c2ccncc2)o1. As a reaction SMILES: [C:20](=[O:21])([O-:22])[O-:23].[CH3:1][c:2]1[o:3][c:4](-[c:14]2[cH:15][cH:16][n:17][cH:18][cH:19]2)[c:5](-[c:7]2[cH:8][cH:9][c:10]([OH:13])[cH:11][cH:12]2)[n:6]1.[Cl:26][CH2:27][c:28]1[n:29][c:30]2[cH:31][cH:32][cH:33][cH:34][c:35]2[cH:36][cH:37]1.[Cs+:24].[Cs+:25].[O:38]=[CH:39][N:40]([CH3:41])[CH3:42]>>[CH3:1][c:2]1[o:3][c:4](-[c:14]2[cH:15][cH:16][n:17][cH:18][cH:19]2)[c:5](-[c:7]2[cH:8][cH:9][c:10]([O:13][CH2:27][c:28]3[n:29][c:30]4[cH:31][cH:32][cH:33][cH:34][c:35]4[cH:36][cH:37]3)[cH:11][cH:12]2)[n:6]1. Reactants: COc1cc2c(c3c1OC(C)(C)C3)C(c1ccccc1)=NC(COC(C)=O)C2, CO, [Na+], C1CCOC1, [OH-], O. The product is COc1cc2c(c3c1OC(C)(C)C3)C(c1ccccc1)=NC(CO)C2. As a reaction SMILES: [C:3](=[O:4])([CH3:5])[O:6][CH2:7][CH:8]1[N:9]=[C:10]([c:25]2[cH:26][cH:27][cH:28][cH:29][cH:30]2)[c:11]2[c:12]3[c:13]([c:14]([O:18][CH3:19])[cH:15][c:16]2[CH2:17]1)[O:20][C:21]([CH3:23])([CH3:24])[CH2:22]3.[CH3:32][OH:33].[Na+:2].[O:34]1[CH2:35][CH2:36][CH2:37][CH2:38]1.[OH-:1].[OH2:31]>>[OH:6][CH2:7][CH:8]1[N:9]=[C:10]([c:25]2[cH:26][cH:27][cH:28][cH:29][cH:30]2)[c:11]2[c:12]3[c:13]([c:14]([O:18][CH3:19])[cH:15][c:16]2[CH2:17]1)[O:20][C:21]([CH3:23])([CH3:24])[CH2:22]3. The reactants are BrC=1C=C2CCNC(C2=C(C1)F)=O (6-bromo-8-fluoro-3,4-dihydro-2H-isoquinolin-1-one), C1(CCCCC1)P(C1CCCCC1)C1CCCCC1 (tricyclohexylphosphine), C1(CC1)B(O)O (cyclopropyl boronic acid), P(=O)([O-])([O-])[O-].[K+].[K+].[K+] (potassium phosphate). Reagents/catalysts: CC(=O)[O-].CC(=O)[O-].[Pd+2] (Pd(OAc)2). Run in C1(=CC=CC=C1)C (toluene), O (water), C(C)(=O)OCC (ethyl acetate). Reaction conditions: temperature 100 celsius, time 4 hour. Yields the product C1(CC1)C=1C=C2CCNC(C2=C(C1)F)=O (6-Cyclopropyl-8-fluoro-3,4-dihydro-2H-isoquinolin-1-one). Isolated yield 697.2%. Reaction SMILES: Br[C:2]1[CH:3]=[C:4]2[C:9](=[C:10]([F:12])[CH:11]=1)[C:8](=[O:13])[NH:7][CH2:6][CH2:5]2.C1(P([CH:27]2[CH2:32][CH2:31]CCC2)C2CCCCC2)CCCCC1.C1(B(O)O)CC1.P([O-])([O-])([O-])=O.[K+].[K+].[K+]>C1(C)C=CC=CC=1.C(OCC)(=O)C.CC([O-])=O.CC([O-])=O.[Pd+2].O>[CH:31]1([C:2]2[CH:3]=[C:4]3[C:9](=[C:10]([F:12])[CH:11]=2)[C:8](=[O:13])[NH:7][CH2:6][CH2:5]3)[CH2:32][CH2:27]1 |f:3.4.5.6,9.10.11|. Procedure: To a mixture of 6-bromo-8-fluoro-3,4-dihydro-2H-isoquinolin-1-one (1.6 g, 6.5 mmol), tricyclohexylphosphine (0.182 g, 0.65 mmol) and Pd(OAc)2 (0.072 g, 0.032 mmol) in 15 ml toluene placed under argon in a pressure flask was added cyclopropyl boronic acid (1.12 g, 13 mmol), potassium phosphate (6.9 g, 32.5 mmol) and 1.5 ml water. The flask was sealed and the mixture was heated under stirring for 4 hours at 100° C. After cooling the reaction mixture was diluted with ethyl acetate and the organic p... Reactants: NC1=CC=C2C(=N1)C(=CN2)C=2CCN(CC2)CCC2=CC=CC=C2 (5-amino-3-(1-(2-phenyleth-1-yl)-1,2,3,6-tetrahydropyridin-4-yl)pyrrolo[3,2-b]pyridine), C(CC)(=O)Cl (propionyl chloride). Yields the product C(CC)(=O)NC1=CC=C2C(=N1)C(=CN2)C=2CCN(CC2)CCC2=CC=CC=C2 (5-(N-[propionyl]amino)-3-(1-(2-phenyleth-1-yl)-1,2,3,6-tetrahydropyridin-4-yl)pyrrolo[3,2-b]pyridine). Reaction SMILES: [NH2:1][C:2]1[N:7]=[C:6]2[C:8]([C:11]3[CH2:12][CH2:13][N:14]([CH2:17][CH2:18][C:19]4[CH:24]=[CH:23][CH:22]=[CH:21][CH:20]=4)[CH2:15][CH:16]=3)=[CH:9][NH:10][C:5]2=[CH:4][CH:3]=1.[C:25](Cl)(=[O:28])[CH2:26][CH3:27]>>[C:25]([NH:1][C:2]1[N:7]=[C:6]2[C:8]([C:11]3[CH2:12][CH2:13][N:14]([CH2:17][CH2:18][C:19]4[CH:20]=[CH:21][CH:22]=[CH:23][CH:24]=4)[CH2:15][CH:16]=3)=[CH:9][NH:10][C:5]2=[CH:4][CH:3]=1)(=[O:28])[CH2:26][CH3:27]. Procedure details: Beginning with 0.015 gm (0.047 mMol) 5-amino-3-(1-(2-phenyleth-1-yl)-1,2,3,6-tetrahydropyridin-4-yl)pyrrolo[3,2-b]pyridine and 0.005 mL (0.061 mMol) propionyl chloride, the title compound was prepared essentially by the procedure described in Example 7. Starting materials: O=S(=O)(Cl)c1c(F)cc(F)cc1F, CCOC(=O)Cc1csc(N)n1. The product is CCOC(=O)Cc1csc(NS(=O)(=O)c2c(F)cc(F)cc2F)n1. As a reaction SMILES: [F:13][c:14]1[c:15]([S:22](=[O:23])(=[O:24])[Cl:25])[c:16]([F:21])[cH:17][c:18]([F:20])[cH:19]1.[NH2:1][c:2]1[s:3][cH:4][c:5]([CH2:7][C:8](=[O:9])[O:10][CH2:11][CH3:12])[n:6]1>>[NH:1]([c:2]1[s:3][cH:4][c:5]([CH2:7][C:8](=[O:9])[O:10][CH2:11][CH3:12])[n:6]1)[S:22]([c:15]1[c:14]([F:13])[cH:19][c:18]([F:20])[cH:17][c:16]1[F:21])(=[O:23])=[O:24].